Dataset: the Open Reaction Database (ORD), a public repository of structured organic reaction records. Task: describe an organic reaction: reactants, conditions, products, and yield Reactants: C=C(C)C(=O)OC, CCn1ncc2c(NC3CC3)c(C=NO)cnc21, [O-]Cl, [Na+], C1CCOC1. The product is CCn1ncc2c(NC3CC3)c(C3=NOC(C)(C(=O)OC)C3)cnc21. Reaction SMILES: [CH3:1][O:2][C:3](=[O:4])[C:5]([CH3:6])=[CH2:7].[CH:8]1([NH:11][c:12]2[c:13]3[c:14]([n:15][cH:16][c:17]2[CH:18]=[N:19][OH:20])[n:21]([CH2:24][CH3:25])[n:22][cH:23]3)[CH2:9][CH2:10]1.[Cl:26][O-:27].[Na+:28].[O:29]1[CH2:30][CH2:31][CH2:32][CH2:33]1>>[CH3:1][O:2][C:3](=[O:4])[C:5]1([CH3:6])[CH2:7][C:18]([c:17]2[c:12]([NH:11][CH:8]3[CH2:9][CH2:10]3)[c:13]3[c:14]([n:15][cH:16]2)[n:21]([CH2:24][CH3:25])[n:22][cH:23]3)=[N:19][O:20]1.